This data is from the Open Reaction Database (ORD), a public repository of structured organic reaction records. The task is: describe an organic reaction: reactants, conditions, products, and yield The reactants are COC(C1=CC(=CC=C1)NC(C1=CC(=C(C=C1)OC)[N+](=O)[O-])=O)=O (3-(3-Nitro-4-methoxy-benzoylamino)-benzoic acid methyl ester). Reagents/catalysts: [Ni] (Raney nickel). Run in CN(C=O)C (dimethylformamide). The product is COC(C1=CC(=CC=C1)NC(C1=CC(=C(C=C1)OC)N)=O)=O (3-(3-Amino-4-methoxy-benzoylamino)-benzoic acid methyl ester). Isolated yield 63.8%. Reaction SMILES: [CH3:1][O:2][C:3](=[O:24])[C:4]1[CH:9]=[CH:8][CH:7]=[C:6]([NH:10][C:11](=[O:23])[C:12]2[CH:17]=[CH:16][C:15]([O:18][CH3:19])=[C:14]([N+:20]([O-])=O)[CH:13]=2)[CH:5]=1>[Ni].CN(C)C=O>[CH3:1][O:2][C:3](=[O:24])[C:4]1[CH:9]=[CH:8][CH:7]=[C:6]([NH:10][C:11](=[O:23])[C:12]2[CH:17]=[CH:16][C:15]([O:18][CH3:19])=[C:14]([NH2:20])[CH:13]=2)[CH:5]=1. Reported procedure: Raney nickel (1 g) was added to a solution of 3-(3-nitro-4-methoxy-benzoylamino)-benzoic acid methyl ester from Step A (4.0 g, 12 mmol) in dimethylformamide (125 mL) and shaken at room temperature under an atmosphere of hydrogen, initially at a pressure of 50 psi, until the required amount was taken up. The catalyst was removed by filtration and the filtrate was stripped of solvent by rotary evaporator. Recrystallization of the residue from methanol (150 mL) gave the product (2.3 g); m.p. 160-16... Reactants: S1C2=C(C=C1CC1NCCCC1)C=CC=C2 (2-benzo[b]thiophen-2-ylmethyl-piperidine), FC1=CC=C(C=C1)C1=C(N=C(S1)C)C(=O)O (5-(4-fluoro-phenyl)-2-methyl-thiazole-4-carboxylic acid). Yields the product S1C2=C(C=C1CC1N(CCCC1)C(=O)C=1N=C(SC1C1=CC=C(C=C1)F)C)C=CC=C2 ((RS)-1-(2-Benzo[b]thiophen-2-ylmethyl-piperidin-1-yl)-1-[5-(4-fluoro-phenyl)-2-methyl-thiazol-4-yl]-methanone). The yield is 15.5%. RXN SMILES: [S:1]1[C:5]([CH2:6][CH:7]2[CH2:12][CH2:11][CH2:10][CH2:9][NH:8]2)=[CH:4][C:3]2[CH:13]=[CH:14][CH:15]=[CH:16][C:2]1=2.[F:17][C:18]1[CH:23]=[CH:22][C:21]([C:24]2[S:28][C:27]([CH3:29])=[N:26][C:25]=2[C:30](O)=[O:31])=[CH:20][CH:19]=1>>[S:1]1[C:5]([CH2:6][CH:7]2[CH2:12][CH2:11][CH2:10][CH2:9][N:8]2[C:30]([C:25]2[N:26]=[C:27]([CH3:29])[S:28][C:24]=2[C:21]2[CH:22]=[CH:23][C:18]([F:17])=[CH:19][CH:20]=2)=[O:31])=[CH:4][C:3]2[CH:13]=[CH:14][CH:15]=[CH:16][C:2]1=2. Procedure details: The title compound (40 mg) was prepared from 2-benzo[b]thiophen-2-ylmethyl-piperidine D83 (133 mg) and 5-(4-fluoro-phenyl)-2-methyl-thiazole-4-carboxylic acid (136 mg) according to a procedure similar to that described for Example 4. Reactants: C(C)[O-].[Na+] (sodium ethanolate), COC1=CC=C(C(CBr)=O)C=C1 (4-methoxy-phenacyl bromide), Cl.C(C)OC(CC(N)=N)=O (2-amidino-acetic acid ethyl ester hydro-chloride). The solvent is C(C)O (ethanol). The product is NC=1NC(=CC1C(=O)OCC)C1=CC=C(C=C1)OC (2-Amino-3-ethoxycarbonyl-5-(4-methoxy-phenyl)-1H-pyrrole). RXN SMILES: Cl.[CH2:2]([O:4][C:5](=[O:10])[CH2:6][C:7](=[NH:9])[NH2:8])[CH3:3].C([O-])C.[Na+].[CH3:15][O:16][C:17]1[CH:26]=[CH:25][C:20]([C:21](=O)[CH2:22]Br)=[CH:19][CH:18]=1>C(O)C>[NH2:9][C:7]1[NH:8][C:21]([C:20]2[CH:25]=[CH:26][C:17]([O:16][CH3:15])=[CH:18][CH:19]=2)=[CH:22][C:6]=1[C:5]([O:4][CH2:2][CH3:3])=[O:10] |f:0.1,2.3|. Procedure: Analogously to Step 8.1, 1.67 g (10 mmol) of 2-amidino-acetic acid ethyl ester hydro-chloride in 20 ml of abs. ethanol are reacted with 716 mg (10 mmol) of sodium ethanolate and 1.145 g (5.0 mmol) of 4-methoxy-phenacyl bromide (Fluka; Buchs/Switzerland) to form the title compound; m.p. 141-142° C.; TLC-Rf =0.4 (hexane/ethyl acetate [1:1]); FAB-MS: (M+H)+ =261. The product is FC=1C=C(OC2CN(C2)C(=O)OC(C)(C)C)C=CC1CN1CCCC1 (tert-Butyl 3-(3-fluoro-4-(pyrrolidin-1-ylmethyl)phenoxy)azetidine-1-carboxylate). Reaction SMILES: [F:1][C:2]1[CH:3]=[C:4]([OH:14])[CH:5]=[CH:6][C:7]=1[CH2:8][N:9]1[CH2:13][CH2:12][CH2:11][CH2:10]1.CS(O[CH:20]1[CH2:23][N:22]([C:24]([O:26][C:27]([CH3:30])([CH3:29])[CH3:28])=[O:25])[CH2:21]1)(=O)=O>>[F:1][C:2]1[CH:3]=[C:4]([CH:5]=[CH:6][C:7]=1[CH2:8][N:9]1[CH2:10][CH2:11][CH2:12][CH2:13]1)[O:14][CH:20]1[CH2:21][N:22]([C:24]([O:26][C:27]([CH3:30])([CH3:29])[CH3:28])=[O:25])[CH2:23]1. Isolated yield 79.4%. Starting materials: FC=1C=C(C=CC1CN1CCCC1)O (3-Fluoro-4-(pyrrolidin-1-ylmethyl)phenol), CS(=O)(=O)OC1CN(C1)C(=O)OC(C)(C)C (tert-butyl 3-(methylsulfonyloxy)azetidine-1-carboxylate). Procedure: Using a similar protocol as described in Example 29C employing 31A (6.6 g, 33.8 mmol) and tert-butyl 3-(methylsulfonyloxy)azetidine-1-carboxylate (10.2 g, 40.6 mmol) as starting materials afforded 9.4 g (80%) of 31B as a solid. 1H NMR (500 MHz, CDCl3): δ 1.45 (s, 9H), 1.77 (m, 4H), 2.52 (m, 4H), 3.61 (s, 2H), 3.99 (m, 2H), 4.27 (m, 2H), 4.84 (m, 1H), 6.43 (dd, 1H), 6.49 (dd, 1H), 7.27 (t, 1H), MS (APCI+) m/z 351 [M+H]+. Reactants: CC(C)(C)OC(=O)N1CCC(C#N)(c2ccc(Br)cc2)CC1, CC(C)C[AlH]CC(C)C, CO, ClCCl. The product is CC(C)(C)OC(=O)N1CCC(CC=O)(c2ccc(Br)cc2)CC1. Reaction SMILES: [C:1]([CH3:2])([CH3:3])([CH3:4])[O:5][C:6](=[O:7])[N:8]1[CH2:9][CH2:10][C:11]([C:14]#[N:15])([c:16]2[cH:17][cH:18][c:19]([Br:22])[cH:20][cH:21]2)[CH2:12][CH2:13]1.[CH3:23][CH:24]([CH2:25][AlH:26][CH2:27][CH:28]([CH3:29])[CH3:30])[CH3:31].[CH3:32][OH:33].[Cl:34][CH2:35][Cl:36]>>[C:1]([CH3:2])([CH3:3])([CH3:4])[O:5][C:6](=[O:7])[N:8]1[CH2:9][CH2:10][C:11]([CH2:14][CH:32]=[O:33])([c:16]2[cH:17][cH:18][c:19]([Br:22])[cH:20][cH:21]2)[CH2:12][CH2:13]1. The reactants are [BH4-], CO, COC(=O)c1occ(C)c(=O)c1C, [Na+]. The product is Cc1coc(CO)c(C)c1=O. RXN SMILES: [BH4-:14].[CH3:16][OH:17].[CH3:1][c:2]1[c:3]([C:10](=[O:11])[O:12][CH3:13])[o:4][cH:5][c:6]([CH3:9])[c:7]1=[O:8].[Na+:15]>>[CH3:1][c:2]1[c:3]([CH2:10][OH:11])[o:4][cH:5][c:6]([CH3:9])[c:7]1=[O:8].